Dataset: the Open Reaction Database (ORD), a public repository of structured organic reaction records. Task: describe an organic reaction: reactants, conditions, products, and yield Reactants: OB(O)O, COC(C)(C)C, COC(=O)C(C(=O)c1cc(OC)cc(OC)c1)c1ccc(OC)cc1. The product is COc1ccc(CC(=O)c2cc(OC)cc(OC)c2)cc1. RXN SMILES: [B:1]([OH:2])([OH:3])[OH:4].[C:30]([O:31][CH3:32])([CH3:33])([CH3:34])[CH3:35].[CH3:5][O:6][c:7]1[cH:8][c:9]([C:15]([CH:16]([C:17]([O:18][CH3:19])=[O:20])[c:21]2[cH:22][cH:23][c:24]([O:27][CH3:28])[cH:25][cH:26]2)=[O:29])[cH:10][c:11]([O:13][CH3:14])[cH:12]1>>[CH3:5][O:6][c:7]1[cH:8][c:9]([C:15]([CH2:16][c:21]2[cH:22][cH:23][c:24]([O:27][CH3:28])[cH:25][cH:26]2)=[O:29])[cH:10][c:11]([O:13][CH3:14])[cH:12]1. Starting materials: C(=O)(O)C1(CCC(CC1)=O)C1=CC=C(C=C1)F (4-carboxy-4-(4-fluorophenyl)cyclohexanone), O1CCCC1 (tetrahydrofuran), [H-].[Al+3].[Li+].[H-].[H-].[H-] (lithium aluminum hydride), ethylene ketal, C(=O)(O)C1(CCC(CC1)=O)C1=CC=C(C=C1)F (4-carboxy-4-(4-fluorophenyl)cyclohexanone), O1CCCC1 (tetrahydrofuran), Cl (hydrochloric acid). The solvent is O (water). Conditions: time 6 hour. Yields the product OCC1(CCC(CC1)=O)C1=CC=C(C=C1)F (4-hydroxymethyl-4-(4-fluorophenyl)cyclohexanone). The yield is 99.0%. Reaction SMILES: [C:1]([C:4]1([C:11]2[CH:16]=[CH:15][C:14]([F:17])=[CH:13][CH:12]=2)[CH2:9][CH2:8][C:7](=[O:10])[CH2:6][CH2:5]1)(O)=[O:2].O1CCCC1.[H-].[Al+3].[Li+].[H-].[H-].[H-].Cl>O>[OH:2][CH2:1][C:4]1([C:11]2[CH:12]=[CH:13][C:14]([F:17])=[CH:15][CH:16]=2)[CH2:5][CH2:6][C:7](=[O:10])[CH2:8][CH2:9]1 |f:2.3.4.5.6.7|. Procedure: A solution of 18.2 g. (0.065 mole) of 4-carboxy-4-(4-fluorophenyl)cyclohexanone, ethylene ketal (prepared in Example 26) in 200 ml. of tetrahydrofuran is added to 5.9 g. (0.155 mole) of lithium aluminum hydride in 50 ml. of tetrahydrofuran. Following about 6 hours of heating at reflux, the mixture is cooled in ice and treated with 10 ml. of water and 200 ml. of 2.5 N hydrochloric acid. The organic layer is washed with water and brine and then evaporated to dryness to give 18.18 g. (99% yield) of... Reactants: FC(C1=C(C=CC=C1)O)(F)F (2-trifluoromethylphenol), [Br-].[Br-].[Br-].C(CCC)[N+](CCCC)(CCCC)CCCC.C(CCC)[N+](CCCC)(CCCC)CCCC.C(CCC)[N+](CCCC)(CCCC)CCCC (tetra-n-butylammonium tribromide). The solvent is C(Cl)(Cl)Cl (chloroform). Product: BrC1=CC(=C(C=C1)O)C(F)(F)F (4-bromo-2-trifluoromethylphenol). Yield: 153.8%. RXN SMILES: [F:1][C:2]([F:11])([F:10])[C:3]1[CH:8]=[CH:7][CH:6]=[CH:5][C:4]=1[OH:9].[Br-:12].[Br-].[Br-].C([N+](CCCC)(CCCC)CCCC)CCC.C([N+](CCCC)(CCCC)CCCC)CCC.C([N+](CCCC)(CCCC)CCCC)CCC>C(Cl)(Cl)Cl>[Br:12][C:7]1[CH:6]=[CH:5][C:4]([OH:9])=[C:3]([C:2]([F:10])([F:11])[F:1])[CH:8]=1 |f:1.2.3.4.5.6|. Procedure details: First, 41.33 g of 2-trifluoromethylphenol and 1800 ml of chloroform were charged into a reaction vessel, and 129.16 g of tetra-n-butylammonium tribromide was slowly added at room temperature over about one hour with stirring. After stirring at room temperature for 72 hours, the reaction solution was concentrated. Then, 500 ml of 10% hydrochloric acid was added to the resultant residue, and the mixture was extracted four times with 200 ml of diethyl ether. The ether layers were combined, washed w... Reactants: C1COCCO1, COc1cc(N)cc(OC)c1OC, CC(C)(C)[O-], Clc1ncc2ccn(-c3ccccn3)c2n1, [K+]. Yields the product COc1cc(Nc2ncc3ccn(-c4ccccn4)c3n2)cc(OC)c1OC. Reaction SMILES: [CH2:36]1[O:37][CH2:38][CH2:39][O:40][CH2:41]1.[CH3:17][O:18][c:19]1[cH:20][c:21]([NH2:22])[cH:23][c:24]([O:28][CH3:29])[c:25]1[O:26][CH3:27].[CH3:30][C:31]([CH3:32])([O-:33])[CH3:34].[Cl:1][c:2]1[n:3][cH:4][c:5]2[c:6]([n:7]1)[n:8](-[c:11]1[n:12][cH:13][cH:14][cH:15][cH:16]1)[cH:9][cH:10]2.[K+:35]>>[c:2]1([NH:22][c:21]2[cH:20][c:19]([O:18][CH3:17])[c:25]([O:26][CH3:27])[c:24]([O:28][CH3:29])[cH:23]2)[n:3][cH:4][c:5]2[c:6]([n:7]1)[n:8](-[c:11]1[n:12][cH:13][cH:14][cH:15][cH:16]1)[cH:9][cH:10]2. Starting materials: CC(=O)OC(C)=O, ClCCl, Cc1ccc2oc(-c3ccc(O)c(N)c3)c(O)c(=O)c2c1. The product is CC(=O)Nc1cc(-c2oc3ccc(C)cc3c(=O)c2O)ccc1O. Reaction SMILES: [CH3:22][C:23](=[O:24])[O:25][C:26](=[O:27])[CH3:28].[Cl:29][CH2:30][Cl:31].[NH2:1][c:2]1[cH:3][c:4](-[c:9]2[o:10][c:11]3[cH:12][cH:13][c:14]([CH3:21])[cH:15][c:16]3[c:17](=[O:20])[c:18]2[OH:19])[cH:5][cH:6][c:7]1[OH:8]>>[NH:1]([c:2]1[cH:3][c:4](-[c:9]2[o:10][c:11]3[cH:12][cH:13][c:14]([CH3:21])[cH:15][c:16]3[c:17](=[O:20])[c:18]2[OH:19])[cH:5][cH:6][c:7]1[OH:8])[C:23]([CH3:22])=[O:24]. Starting materials: O=Cc1ccc(Br)nc1, CO, [K+], [OH-], O, c1cnc2[nH]ccc2c1. Yields the product OC(c1ccc(Br)nc1)c1c[nH]c2ncccc12. Reaction SMILES: [Br:10][c:11]1[cH:12][cH:13][c:14]([CH:17]=[O:18])[cH:15][n:16]1.[CH3:22][OH:23].[K+:20].[OH-:19].[OH2:21].[nH:1]1[cH:2][cH:3][c:4]2[c:5]1[n:6][cH:7][cH:8][cH:9]2>>[nH:1]1[cH:2][c:3]([CH:17]([c:14]2[cH:13][cH:12][c:11]([Br:10])[n:16][cH:15]2)[OH:18])[c:4]2[c:5]1[n:6][cH:7][cH:8][cH:9]2.